This data is from the Open Reaction Database (ORD), a public repository of structured organic reaction records. The task is: describe an organic reaction: reactants, conditions, products, and yield Starting materials: CC(C)(C)ON1CCN(C(=O)C2CCN(c3ccncc3)CC2)CC1, ClCCl, O=C(O)C(F)(F)F. The product is O=C(C1CCN(c2ccncc2)CC1)N1CCNCC1. Reaction SMILES: [C:1]([O:2][N:6]1[CH2:7][CH2:8][N:9]([C:12](=[O:13])[CH:14]2[CH2:15][CH2:16][N:17]([c:20]3[cH:21][cH:22][n:23][cH:24][cH:25]3)[CH2:18][CH2:19]2)[CH2:10][CH2:11]1)([CH3:3])([CH3:4])[CH3:5].[Cl:33][CH2:34][Cl:35].[OH:26][C:27]([C:28]([F:29])([F:30])[F:31])=[O:32]>>[NH:6]1[CH2:7][CH2:8][N:9]([C:12](=[O:13])[CH:14]2[CH2:15][CH2:16][N:17]([c:20]3[cH:21][cH:22][n:23][cH:24][cH:25]3)[CH2:18][CH2:19]2)[CH2:10][CH2:11]1.